This data is from the Open Reaction Database (ORD), a public repository of structured organic reaction records. The task is: describe an organic reaction: reactants, conditions, products, and yield Conditions: temperature 0 celsius, time 0.5 hour. The solvent is ClCCl (dichloromethane). The product is N1(CCNCC1)[C@H]1CC[C@H](CC1)O (cis-4-Piperizin-1-yl-cyclohexanol). Reaction SMILES: C([N:8]1[CH2:13][CH2:12][N:11]([C@@H:14]2[CH2:19][CH2:18][C@H:17]([OH:20])[CH2:16][CH2:15]2)[CH2:10][CH2:9]1)C1C=CC=CC=1.C(N1CCN(C2CCC(=O)CC2)CC1)C1C=CC=CC=1.ClC(OC(Cl)C)=O>ClCCl>[N:11]1([C@@H:14]2[CH2:15][CH2:16][C@H:17]([OH:20])[CH2:18][CH2:19]2)[CH2:10][CH2:9][NH:8][CH2:13][CH2:12]1. The reactants are C(C1=CC=CC=C1)N1CCN(CC1)[C@H]1CC[C@H](CC1)O (cis-4-(4-Benzylpiperizin-1-yl)cyclohexanol), C(C1=CC=CC=C1)N1CCN(CC1)C1CCC(CC1)=O (4-(4-benzylpiperizin-1-yl)cyclohexanone), ClC(=O)OC(C)Cl (α-Chloroethyl chloroformate). Procedure details: cis-4-(4-Benzylpiperizin-1-yl)cyclohexanol (prepared according to the process described in Example 5 using 4-(4-benzylpiperizin-1-yl)cyclohexanone in Stage a) (11.6 g, 30.3 mmol) is placed in 80 ml of dichloromethane at 0° C. α-Chloroethyl chloroformate (9.9 ml, 90.9 mmol) is run in dropwise and the mixture is stirred for 0.5 h at 0° C.